This data is from the Open Reaction Database (ORD), a public repository of structured organic reaction records. The task is: describe an organic reaction: reactants, conditions, products, and yield Yield: 87.3%. Solvent: CC(=O)O (AcOH). Product: Compound 121, C(C)(C)OC1=NC2=CC=C3C(=C2C(=C1)C(F)(F)F)OC[C@H](N3C)C(C)C ((3R)-3,4-dihydro-8-isopropoxy-3-isopropyl-4-methyl-10-(trifluoromethyl)-2H-[1,4]oxazino[2,3-f]quinoline). Procedure details: Compound 121 was prepared according to General Method 5 (EXAMPLE 2) from (3R)-3,4-dihydro-8-isopropoxy-3-isopropyl-10-(trifluoromethyl)-2H-[1,4]oxazino[2,3-f]quinoline (0.010 g, 0.028 mmol) with paraformaldehyde (0.008 g, 0.280 mmol) and NaCNBH3 (0.009 g, 0.140 mmol) in AcOH (1 mL) to afford 0.009 g (90%) of (3R)-3,4-dihydro-8-isopropoxy-3-isopropyl-4-methyl-10-(trifluoromethyl)-2H-[1,4]oxazino[2,3-f]quinoline, a yellow oil. This material (0.009 g, 0.025 mmol) was carried on according to General... As a reaction SMILES: [CH:1]([O:4][C:5]1[CH:14]=[C:13]([C:15]([F:18])([F:17])[F:16])[C:12]2[C:7](=[CH:8][CH:9]=[C:10]3[NH:22][C@H:21]([CH:23]([CH3:25])[CH3:24])[CH2:20][O:19][C:11]3=2)[N:6]=1)([CH3:3])[CH3:2].C=O.[BH3-][C:29]#N.[Na+]>CC(O)=O>[CH:1]([O:4][C:5]1[CH:14]=[C:13]([C:15]([F:18])([F:17])[F:16])[C:12]2[C:7](=[CH:8][CH:9]=[C:10]3[N:22]([CH3:29])[C@H:21]([CH:23]([CH3:25])[CH3:24])[CH2:20][O:19][C:11]3=2)[N:6]=1)([CH3:3])[CH3:2] |f:2.3|. Starting materials: [BH3-]C#N.[Na+] (NaCNBH3), C(C)(C)OC1=NC2=CC=C3C(=C2C(=C1)C(F)(F)F)OC[C@H](N3)C(C)C ((3R)-3,4-dihydro-8-isopropoxy-3-isopropyl-10-(trifluoromethyl)-2H-[1,4]oxazino[2,3-f]quinoline), C=O (paraformaldehyde). The reactants are CC(C)(C)OC(=O)NC(CCOCc1ccccc1)C(=O)O, Cl. The product is NC(CCOCc1ccccc1)C(=O)O, Cl. Reaction SMILES: [CH2:1]([c:2]1[cH:3][cH:4][cH:5][cH:6][cH:7]1)[O:8][CH2:9][CH2:10][CH:11]([C:12](=[O:13])[OH:14])[NH:15][C:16]([O:17][C:18]([CH3:19])([CH3:20])[CH3:21])=[O:22].[ClH:23]>>[CH2:1]([c:2]1[cH:3][cH:4][cH:5][cH:6][cH:7]1)[O:8][CH2:9][CH2:10][CH:11]([C:12](=[O:13])[OH:14])[NH2:15].[ClH:23]. The reactants are Cl.N1CC(CCC1)C1=CC=C(OC2=NC=C(C(=O)N)C=C2)C=C1 ((±)-6-(4-Piperidin-3-yl-phenoxy)-nicotinamide hydrochloride), [BH4-].[Na+] (sodium borohydride), Cl.N1CC(CCC1)C1=CC=C(OC2=NC=C(C(=O)N)C=C2)C=C1 ((±)-6-(4-Piperidin-3-yl-phenoxy)-nicotinamide hydrochloride), FC1=C(C=O)C=CC=C1 (2-fluoro-benzaldehyde). The product is FC1=C(CN2CC(CCC2)C2=CC=C(OC3=NC=C(C(=O)N)C=C3)C=C2)C=CC=C1 ((±)-6-[4-(1-(2-Fluoro-benzyl)-piperidin-3-yl)-phenoxy]-nicotinamide). Yield: 42.9%. As a reaction SMILES: Cl.[NH:2]1[CH2:7][CH2:6][CH2:5][CH:4]([C:8]2[CH:23]=[CH:22][C:11]([O:12][C:13]3[CH:21]=[CH:20][C:16]([C:17]([NH2:19])=[O:18])=[CH:15][N:14]=3)=[CH:10][CH:9]=2)[CH2:3]1.[F:24][C:25]1[CH:32]=[CH:31][CH:30]=[CH:29][C:26]=1[CH:27]=O.[BH4-].[Na+]>>[F:24][C:25]1[CH:32]=[CH:31][CH:30]=[CH:29][C:26]=1[CH2:27][N:2]1[CH2:7][CH2:6][CH2:5][CH:4]([C:8]2[CH:9]=[CH:10][C:11]([O:12][C:13]3[CH:21]=[CH:20][C:16]([C:17]([NH2:19])=[O:18])=[CH:15][N:14]=3)=[CH:22][CH:23]=2)[CH2:3]1 |f:0.1,3.4|. Procedure: Using a method similar to Example 324, 6-(4-piperidin-3-yl-phenoxy)-nicotinamide (free base of compound of example 322) (0.0305 g, 0.103 mmol), 2-fluoro-benzaldehyde (0.0160 mL, 0.152 mmol), and sodium borohydride (0.0093 g, 0.246 mmol) provide 0.0179 g (43%) of the title compound as a white foam: high resolution mass spectrum (electrospray): m/z calc for C24H25FN3O2 406.1931, found 406.1936; 1H NMR (CDCl3): 8.56 (d, 1H, J=2.4 Hz), 8.14 (dd, 1H, J=2.4, 8.8 Hz), 7.37 (dt, 1H, J=1.9, 7.3 Hz), 7.27... Reactants: CCO, CC(C)(C#N)c1cccc([N+](=O)[O-])c1, O, O, Cl[Sn]Cl. Product: CC(C)(C#N)c1cccc(N)c1. Reaction SMILES: [CH3:20][CH2:21][OH:22].[CH3:6][C:7]([C:8]#[N:9])([CH3:10])[c:11]1[cH:12][c:13]([N+:17]([O-:18])=[O:19])[cH:14][cH:15][cH:16]1.[OH2:1].[OH2:2].[Sn:3]([Cl:4])[Cl:5]>>[CH3:6][C:7]([C:8]#[N:9])([CH3:10])[c:11]1[cH:12][c:13]([NH2:17])[cH:14][cH:15][cH:16]1. Reactants: C(C)OC(=O)CN1C(C=2C=C3C(=NC2C(=C1)C(=O)O)C(=CC=C3)C)=O (2-(Ethoxycarbonylmethyl)-6-methyl-1-oxo-1,2-dihydrobenzo[b][1,6]naphthyridine-4-carboxylic acid), C1=CN(C=N1)C(=O)N2C=CN=C2 (CDI). Run in C(C)#N (acetonitrile). Product: CN(CCNC(=O)C1=CN(C(C=2C=C3C(=NC12)C(=CC=C3)C)=O)CC(=O)OCC)C (N-[2-(Dimethylamino)ethyl]-2-(ethoxycarbonylmethyl)-6-methyl-1-oxo-1,2-dihydrobenzo[b][1,6]-naphthyridine-4-carboxamide). Isolated yield 79.0%. As a reaction SMILES: [CH2:1]([O:3][C:4]([CH2:6][N:7]1[CH:16]=[C:15]([C:17]([OH:19])=O)[C:14]2[N:13]=[C:12]3[C:20]([CH3:24])=[CH:21][CH:22]=[CH:23][C:11]3=[CH:10][C:9]=2[C:8]1=[O:25])=[O:5])[CH3:2].[CH:26]1[N:30]=[CH:29][N:28]([C:31](N2C=NC=C2)=O)[CH:27]=1>C(#N)C>[CH3:29][N:28]([CH3:31])[CH2:27][CH2:26][NH:30][C:17]([C:15]1[C:14]2[N:13]=[C:12]3[C:20]([CH3:24])=[CH:21][CH:22]=[CH:23][C:11]3=[CH:10][C:9]=2[C:8](=[O:25])[N:7]([CH2:6][C:4]([O:3][CH2:1][CH3:2])=[O:5])[CH:16]=1)=[O:19]. Procedure details: From acid 18i with a reflux time of 48 h and a recharge with an equal amount of CDI after 24 h, and obtained as a yellow solid (79%), mp 214-215° C. (from acetonitrile). 1H NMR (CDCl3): δ 1.28 (t, J=7.2 Hz, 3H, CO2CH2CH3), 2.29 [s, 6H, N(CH3)2], 2.62 (t, J=6.4 Hz, 2H, CH2CH2NMe2), 2.87 (s, 3H, ArCH3), 3.72 (q, J=5.9 Hz, CH2CH2NMe2), 4.25 (q, J=7.1 Hz, CO2CH2CH3), 4.78 (s, 2H, CH2CO2Et), 7.51 (t, J=7.6 Hz, 1H, H-8), 7.74 (d, J=6.9 Hz, 1H, H-7), 7.87 (d, J=8.2 Hz, 1H, H-9), 8.53 (s, 1H, H-3), 9.28... Reported procedure: Prepared analogously to Example lb) from 4,9-dihydro-3-methyl-4-(prop-2-ynyl)-10H-thieno[3,4-b][1,5]benzodiazepin-10-one, paraformaldehyde and N-(phenylmethyl)piperazine in the presence of copper(I)chloride in a yield of 12% of theory. RF 0.5 (Merck, readymade TLC plates, silica gel 60F-254; eluant: dichloromethane/ethanol 9/1 v/v). Reagents/catalysts: [Cu]Cl (copper(I)chloride). The product is CC=1SC=C2C1N(C1=C(NC2=O)C=CC=C1)CCCC#CCN1CCN(CC1)CC1=CC=CC=C1 (4,9-Dihydro-3-methyl-4-[6-[4-(phenylmethyl)-1-piperazinyl]-hex-4-ynyl]-10H-thieno[3,4-b][1,5]benzodiazepin-10-one). Reaction SMILES: [CH3:1][C:2]1[S:3][CH:4]=[C:5]2[C:11](=[O:12])[NH:10][C:9]3[CH:13]=[CH:14][CH:15]=[CH:16][C:8]=3[N:7]([CH2:17][C:18]#[CH:19])[C:6]=12.C=O.[C:22]1([CH2:28][N:29]2[CH2:34][CH2:33][NH:32][CH2:31][CH2:30]2)[CH:27]=[CH:26][CH:25]=[CH:24][CH:23]=1.[CH:35](OC(C)C)([CH3:37])[CH3:36].C(#N)C>[Cu]Cl>[CH3:1][C:2]1[S:3][CH:4]=[C:5]2[C:11](=[O:12])[NH:10][C:9]3[CH:13]=[CH:14][CH:15]=[CH:16][C:8]=3[N:7]([CH2:17][CH2:18][CH2:19][C:36]#[C:35][CH2:37][N:32]3[CH2:31][CH2:30][N:29]([CH2:28][C:22]4[CH:23]=[CH:24][CH:25]=[CH:26][CH:27]=4)[CH2:34][CH2:33]3)[C:6]=12 |f:3.4|. Starting materials: CC=1SC=C2C1N(C1=C(NC2=O)C=CC=C1)CC#C (4,9-dihydro-3-methyl-4-(prop-2-ynyl)-10H-thieno[3,4-b][1,5]benzodiazepin-10-one), C(C)(C)OC(C)C.C(C)#N (diisopropyl ether acetonitrile), C=O (paraformaldehyde), C1(=CC=CC=C1)CN1CCNCC1 (N-(phenylmethyl)piperazine). Yield: 12.0%.